From a dataset of the Open Reaction Database (ORD), a public repository of structured organic reaction records. describe an organic reaction: reactants, conditions, products, and yield Reactants: NC1=NC=C(C=C1Br)Br (2-amino-3,5-dibromopyridine), BrC(C(C)=O)C (3-bromo-2-butanone). Solvent: O1CCCC1 (tetrahydrofuran). Yields the product BrC=1C=C(C=2N(C1)C(=C(N2)C)C)Br (6,8-Dibromo-2,3-dimethylimidazo[1,2-a]pyridine). RXN SMILES: [NH2:1][C:2]1[C:7]([Br:8])=[CH:6][C:5]([Br:9])=[CH:4][N:3]=1.Br[CH:11]([CH3:15])[C:12](=O)[CH3:13]>O1CCCC1>[Br:9][C:5]1[CH:6]=[C:7]([Br:8])[C:2]2[N:3]([C:11]([CH3:15])=[C:12]([CH3:13])[N:1]=2)[CH:4]=1. Procedure details: A mixture of 31.8 g of 2-amino-3,5-dibromopyridine, 22 g of 3-bromo-2-butanone and 350 ml of tetrahydrofuran is heated to reflux for 9 days, and the precipitate formed is filtered off and dried in vacuo is then suspended in 1 l of water and the suspension is adjusted to pH 8 using 6 molar aqueous sodium hydroxide solution. The precipitate formed here is filtered off and washed with water. 28 g of the title compound of melting point over 90° C. (sintering) are obtained. Reactants: C(C)(C)(C)OC(=O)N1[C@@H](C[C@H](C1)NS(=O)(=O)C1=CC=C(C=C1)Cl)\C=C\C(=O)OCC ((2S,4R)-1-t-butoxycarbonyl-4-(4-chlorophenylsulfonylamino)-2-[(E)-2-ethoxycarbonylvinyl]pyrrolidine). Run in FC(C(=O)O)(F)F (trifluoroacetic acid). Product: ClC1=CC=C(C=C1)S(=O)(=O)N[C@@H]1C[C@H](NC1)\C=C\C(=O)OCC ((2S,4R)-4-(4-chlorophenylsulfonylamino)-2-[(E)-2-ethoxycarbonylvinyl]pyrrolidine). Yield: 69.3%. As a reaction SMILES: C(OC([N:8]1[CH2:12][C@H:11]([NH:13][S:14]([C:17]2[CH:22]=[CH:21][C:20]([Cl:23])=[CH:19][CH:18]=2)(=[O:16])=[O:15])[CH2:10][C@H:9]1/[CH:24]=[CH:25]/[C:26]([O:28][CH2:29][CH3:30])=[O:27])=O)(C)(C)C>FC(F)(F)C(O)=O>[Cl:23][C:20]1[CH:19]=[CH:18][C:17]([S:14]([NH:13][C@H:11]2[CH2:12][NH:8][C@H:9](/[CH:24]=[CH:25]/[C:26]([O:28][CH2:29][CH3:30])=[O:27])[CH2:10]2)(=[O:16])=[O:15])=[CH:22][CH:21]=1. Procedure details: A solution of (2S,4R)-1-t-butoxycarbonyl-4-(4-chlorophenylsulfonylamino)-2-[(E)-2-ethoxycarbonylvinyl]pyrrolidine (1.10 g) in 90% aqueous trifluoroacetic acid (10 ml) was stirred at room temperature for 1 hour and the solvent was evaporated in vacuo. The residue was dissolved in ethyl acetate and the solution was washed successively with saturated aqueous sodium bicarbonate and brine. The organic solution was dried over magnesium sulfate and evaporated in vacuo to give (2S,4R)-4-(4-chlorophenyls... RXN SMILES: [CH2:1]([O:5][CH:6]([C:10]([F:13])([F:12])[F:11])[C:7]([OH:9])=[O:8])[CH2:2][CH2:3][CH3:4].O.[C:15]1(C)C=CC(S(O)(=O)=O)=C[CH:16]=1>C(O)C>[CH2:1]([O:5][CH:6]([C:10]([F:11])([F:12])[F:13])[C:7]([O:9][CH2:15][CH3:16])=[O:8])[CH2:2][CH2:3][CH3:4] |f:1.2|. Reaction conditions: time 12 hour. Yields the product C(CCC)OC(C(=O)OCC)C(F)(F)F ((+)-ethyl 2-butoxy-3,3,3-trifluoropropionate). Reported procedure: A mixed solution of (+)-2-butoxy-3,3,3-trifluoropropionic acid (1.2 g) obtained in Example 6, ethanol (40 ml) and p-toluenesulfonic acid monohydrate (0.1 g) was heated with stirring for 12 hours, followed by distilling off the solvent under normal pressure, extracting the residue with ether, neutralizing, washing with water and concentrating to obtain (+)-ethyl 2-butoxy-3,3,3-trifluoropropionate (0.9 g). [α] +24.1 (cl. 06, CHCl3). The yield is 750.2%. The solvent is C(C)O (ethanol). Starting materials: C(CCC)OC(C(=O)O)C(F)(F)F ((+)-2-butoxy-3,3,3-trifluoropropionic acid), O.C1(=CC=C(C=C1)S(=O)(=O)O)C (p-toluenesulfonic acid monohydrate). The solvent is C1(=CC=CC=C1)C (toluene). Procedure details: Alpha-nitro acetophenone (5.7 g, 0.0345 mol) is taken up in 100 mL toluene and 4.6 g (0.0345 mol) of amino acetaldehyde diethyl acetal is added. The reactants are put into a 250 mL RB flask fitted with a Dean-Stark trap. The trap is filled with 4A molecular sieves and the mixture is heated at reflux for 18 hours. The toluene is removed in vacuo to give 8.36 g of α-(2,2-diethoxyethylamino)-β-nitrostyrene as a brown oil. To this oil is added 50 mL of concentrated HCl. As the flask is swirled the o... Yield: 86.4%. Yields the product C(C)OC(CNC(=C[N+](=O)[O-])C1=CC=CC=C1)OCC (α-(2,2-diethoxyethylamino)-β-nitrostyrene). Starting materials: [N+](=O)([O-])CC(=O)C1=CC=CC=C1 (Alpha-nitro acetophenone), C(C)OC(CN)OCC (amino acetaldehyde diethyl acetal), 4A. RXN SMILES: [N+:1]([CH2:4][C:5]([C:7]1[CH:12]=[CH:11][CH:10]=[CH:9][CH:8]=1)=O)([O-:3])=[O:2].[CH2:13]([O:15][CH:16]([O:19][CH2:20][CH3:21])[CH2:17][NH2:18])[CH3:14]>C1(C)C=CC=CC=1>[CH2:13]([O:15][CH:16]([O:19][CH2:20][CH3:21])[CH2:17][NH:18][C:5]([C:7]1[CH:12]=[CH:11][CH:10]=[CH:9][CH:8]=1)=[CH:4][N+:1]([O-:3])=[O:2])[CH3:14]. Conditions: temperature 150 celsius. Run in CC#N (MeCN). Reaction SMILES: CS(O[CH2:6][C@H:7]1[CH2:12][N:11]([S:13]([C:16]2[S:17][CH:18]=[CH:19][CH:20]=2)(=[O:15])=[O:14])[CH2:10][CH2:9][N:8]1[C:21]1[CH:26]=[CH:25][C:24]([C:27]([OH:33])([CH3:32])[C:28]([F:31])([F:30])[F:29])=[CH:23][CH:22]=1)(=O)=O.[CH2:34]([CH:36]1[CH2:41][O:40][CH2:39][CH2:38][NH:37]1)[CH3:35].C(=O)([O-])[O-].[K+].[K+]>CC#N>[CH2:34]([CH:36]1[CH2:41][O:40][CH2:39][CH2:38][N:37]1[CH2:6][C@H:7]1[CH2:12][N:11]([S:13]([C:16]2[S:17][CH:18]=[CH:19][CH:20]=2)(=[O:14])=[O:15])[CH2:10][CH2:9][N:8]1[C:21]1[CH:22]=[CH:23][C:24]([C:27]([OH:33])([CH3:32])[C:28]([F:31])([F:30])[F:29])=[CH:25][CH:26]=1)[CH3:35] |f:2.3.4|. Reactants: CS(=O)(=O)OC[C@@H]1N(CCN(C1)S(=O)(=O)C=1SC=CC1)C1=CC=C(C=C1)C(C(F)(F)F)(C)O (((2R)-4-(2-thiophenylsulfonyl)-1-(4-(2,2,2-trifluoro-1-hydroxy-1-methylethyl)phenyl)-2-piperazinyl)methyl methanesulfonate), CS(=O)(=O)OC[C@@H]1N(CCN(C1)S(=O)(=O)C=1SC=CC1)C1=CC=C(C=C1)C(C(F)(F)F)(C)O (((2R)-4-(2-thiophenylsulfonyl)-1-(4-(2,2,2-trifluoro-1-hydroxy-1-methylethyl)phenyl)-2-piperazinyl)methyl methanesulfonate), C(C)C1NCCOC1 (3-ethylmorpholine), C([O-])([O-])=O.[K+].[K+] (potassium carbonate). The product is C(C)C1N(CCOC1)C[C@@H]1N(CCN(C1)S(=O)(=O)C=1SC=CC1)C1=CC=C(C=C1)C(C(F)(F)F)(C)O (2-(4-((2S)-2-((3-ethyl-4-morpholinyl)methyl)-4-(2-thiophenylsulfonyl)-1-piperazinyl)phenyl)-1,1,1-trifluoro-2-propanol). Procedure details: A sealable vial was charged with ((2R)-4-(2-thiophenylsulfonyl)-1-(4-(2,2,2-trifluoro-1-hydroxy-1-methylethyl)phenyl)-2-piperazinyl)methyl methanesulfonate (100 mg, 0.189 mmol, Intermediate B), 3-ethylmorpholine (43.6 mg, 0.378 mmol, ChemBridge Corporation, San Diego, Calif.), potassium carbonate (52.3 mg, 0.378 mmol), and 4 mL of MeCN. The vial was sealed and heated to 150° C. for 90 min. Afterwards, the reaction mixture was filtered and the filtrate was concentrated. The crude material was pur... Yield: 31.9%.